From a dataset of the Open Reaction Database (ORD), a public repository of structured organic reaction records. describe an organic reaction: reactants, conditions, products, and yield Reactants: C1(C=CC(C2=CC=CC=C12)=O)=O (1,4-naphthoquinone), C1(=CC=CC=C1)S(=O)[O-].[Na+] (sodium benzenesulfinate). Run in mixture, C(C)(=O)OCC (ethyl acetate), C(C)(=O)O (acetic acid). Run at time 5 hour. Product: C1(=CC=CC=C1)S(=O)(=O)C1=C(C2=CC=CC=C2C(=C1)O)O (2-phenylsulfonyl-1,4-dihydroxynaphthalene). Reaction SMILES: [C:1]1(=[O:12])[C:10]2[C:5](=[CH:6][CH:7]=[CH:8][CH:9]=2)[C:4](=[O:11])[CH:3]=[CH:2]1.[C:13]1([S:19]([O-:21])=[O:20])[CH:18]=[CH:17][CH:16]=[CH:15][CH:14]=1.[Na+]>C(OCC)(=O)C.C(O)(=O)C>[C:13]1([S:19]([C:3]2[CH:2]=[C:1]([OH:12])[C:10]3[C:5](=[CH:6][CH:7]=[CH:8][CH:9]=3)[C:4]=2[OH:11])(=[O:21])=[O:20])[CH:18]=[CH:17][CH:16]=[CH:15][CH:14]=1 |f:1.2|. Reported procedure: 1,4-naphthoquinone (15.8 g) was dissolved in 100 ml of a mixture of ethyl acetate and acetic acid (9:1) and sodium benzenesulfinate (24.6 g) was added. The resulting mixture was stirred for 5 hours and the obtained crystals were filtered and washed with a small amount of acetone. (Yield: 22.5 g) Product: 65, C(C=C)(=O)OCCCC (butyl acrylate), C=CC1=CC=CC=C1 (styrene), C(C=C)(=O)OCC (ethyl acrylate), C(O)NC(C(=C)C)=O (N-methylolmethacrylamide). Reported procedure: 5 parts of sodium polyacrylate (molecular weight about 200,000) are dissolved in 277 parts of water. 5 parts of the oxyalkylation product obtained by reacting 1 mole of di-(α-phenylethyl)-phenol first with 7 moles of propylene oxide and then with 20 moles of ethylene oxide, 10 parts of urea and 3 parts of diammonium phosphate are added to the solution. After a brief period, a homogeneous mixture is obtained, to which 500 parts of gasoline (boiling range 140° - 200° C) and 200 parts of a 40% stre... The solvent is O (water). Reaction SMILES: [C:1]1([CH:7]([C:9]2[C:10]([CH:16](C3C=CC=CC=3)C)=[C:11]([OH:15])[CH:12]=[CH:13][CH:14]=2)[CH3:8])[CH:6]=[CH:5][CH:4]=[CH:3][CH:2]=1.[CH2:24]1[O:27][CH:25]1[CH3:26].[CH2:28]1OC1.[NH2:31][C:32](N)=[O:33].P(O)([O-])([O-])=O.[NH4+].[NH4+]>O>[C:24]([O:15][CH2:11][CH2:12][CH2:13][CH3:14])(=[O:27])[CH:25]=[CH2:26].[CH2:8]=[CH:7][C:1]1[CH:6]=[CH:5][CH:4]=[CH:3][CH:2]=1.[C:11]([O:33][CH2:32][CH3:28])(=[O:15])[CH:10]=[CH2:9].[CH2:32]([NH:31][C:11](=[O:15])[C:10]([CH3:16])=[CH2:9])[OH:33] |f:4.5.6|. Reactants: sodium polyacrylate, C1C(C)O1 (propylene oxide), C1CO1 (ethylene oxide), NC(=O)N (urea), P(=O)([O-])([O-])O.[NH4+].[NH4+] (diammonium phosphate), C1(=CC=CC=C1)C(C)C=1C(=C(C=CC1)O)C(C)C1=CC=CC=C1 (di-(α-phenylethyl)-phenol). The reactants are B, C1CCOC1, NC(=O)CCc1cccc2cc(S(=O)(=O)c3cccc(F)c3)ccc12. Product: NCCCc1cccc2cc(S(=O)(=O)c3cccc(F)c3)ccc12. As a reaction SMILES: [BH3:1].[CH2:27]1[O:28][CH2:29][CH2:30][CH2:31]1.[F:2][c:3]1[cH:4][c:5]([S:9](=[O:10])(=[O:11])[c:12]2[cH:13][c:14]3[cH:15][cH:16][cH:17][c:18]([CH2:22][CH2:23][C:24](=[O:25])[NH2:26])[c:19]3[cH:20][cH:21]2)[cH:6][cH:7][cH:8]1>>[F:2][c:3]1[cH:4][c:5]([S:9](=[O:10])(=[O:11])[c:12]2[cH:13][c:14]3[cH:15][cH:16][cH:17][c:18]([CH2:22][CH2:23][CH2:24][NH2:26])[c:19]3[cH:20][cH:21]2)[cH:6][cH:7][cH:8]1. The reactants are N1=CC(=CC=C1)C=O (Pyridine-3-carboxaldehyde), COC(CC#N)OC (3,3-dimethoxypropionitrile), C[O-].[Na+] (sodium methoxide). Procedure details: Pyridine-3-carboxaldehyde (80.25 g, 0.75 mol) and 3,3-dimethoxypropionitrile (115.1 g, 1.0 mol) were mixed together and added to a solution of sodium methoxide (54.0 g, 1.0 mol) in methanol (400 mL) over a period of 15 minutes. The mixture was stirred at room temperature overnight. Most of the methanol was evaporated in vacuo and the residue was partitioned between ethyl acetate (500 mL) and water (450 mL). The organic layer was separated, washed with brine (400 mL), dried (MgSO4) and the solven... Solvent: CO (methanol). Conditions: time 8 hour. As a reaction SMILES: [N:1]1[CH:6]=[CH:5][CH:4]=[C:3]([CH:7]=[O:8])[CH:2]=1.[CH3:9][O:10][CH:11]([O:15][CH3:16])[CH2:12][C:13]#[N:14].C[O-].[Na+]>CO>[OH2:8].[CH3:9][O:10][CH:11]([O:15][CH3:16])[C:12](=[CH:7][C:3]1[CH:2]=[N:1][CH:6]=[CH:5][CH:4]=1)[C:13]#[N:14] |f:2.3,5.6|. Yields the product O.COC(C(C#N)=CC=1C=NC=CC1)OC (2-Dimethoxymethyl-3-(3-pyridyl)acrylonitrile hydrate). The yield is 48.2%. Starting materials: CC(C)(C)[O-], Cc1ccccc1, Clc1cc(N2CCOCC2)cc(Cl)n1, Nc1ccc(OC(F)(F)F)cc1, [K+], O, c1ccc(P(c2ccccc2)c2ccc3ccccc3c2-c2c(P(c3ccccc3)c3ccccc3)ccc3ccccc23)cc1. The product is FC(F)(F)Oc1ccc(Nc2cc(N3CCOCC3)cc(Cl)n2)cc1. RXN SMILES: [CH3:15][C:16]([CH3:17])([O-:18])[CH3:19].[CH3:79][c:80]1[cH:81][cH:82][cH:83][cH:84][cH:85]1.[Cl:1][c:2]1[n:3][c:4]([Cl:14])[cH:5][c:6]([N:8]2[CH2:9][CH2:10][O:11][CH2:12][CH2:13]2)[cH:7]1.[F:67][C:68]([O:69][c:70]1[cH:71][cH:72][c:73]([NH2:76])[cH:74][cH:75]1)([F:77])[F:78].[K+:20].[OH2:86].[cH:21]1[cH:22][cH:23][c:24]([P:25]([c:26]2[cH:27][cH:28][c:29]3[c:30]([cH:31][cH:32][cH:33][cH:34]3)[c:35]2-[c:36]2[c:37]3[c:38]([cH:39][cH:40][cH:41][cH:42]3)[cH:43][cH:44][c:45]2[P:46]([c:47]2[cH:48][cH:49][cH:50][cH:51][cH:52]2)[c:53]2[cH:54][cH:55][cH:56][cH:57][cH:58]2)[c:59]2[cH:60][cH:61][cH:62][cH:63][cH:64]2)[cH:65][cH:66]1>>[c:2]1([NH:76][c:73]2[cH:72][cH:71][c:70]([O:69][C:68]([F:67])([F:77])[F:78])[cH:75][cH:74]2)[n:3][c:4]([Cl:14])[cH:5][c:6]([N:8]2[CH2:9][CH2:10][O:11][CH2:12][CH2:13]2)[cH:7]1. Procedure details: The title compound was prepared in a manner similar to Example 112 using 6-(4-(4-cyano-2-methylphenyl)-5-hydroxy-1H-pyrazol-1-yl)nicotinic acid and cyclopropylamine. 1H NMR (400 MHz, DMSO-d6) δ ppm 0.51-0.66 (m, 2H) 0.66-0.82 (m, 2H) 2.43 (s, 3H) 2.87 (dt, J=7.39, 3.51 Hz, 1H) 7.65 (dd, J=8.08, 1.52 Hz, 1H) 7.73 (s, 1H) 7.77 (d, J=7.83 Hz, 1H) 8.16 (br. s., 1H) 8.38 (d, J=5.81 Hz, 2H) 8.68 (d, J=4.04 Hz, 1H) 8.83-8.93 (m, 1H) 12.92-13.43 (m, 1H). MS m/z [M+H]+ 360.1 Yields the product C(#N)C1=CC(=C(C=C1)C=1C=NN(C1O)C1=NC=C(C(=O)NC2CC2)C=C1)C (6-(4-(4-cyano-2-methylphenyl)-5-hydroxy-1H-pyrazol-1-yl)-N-cyclopropylnicotinamide). Reaction SMILES: [C:1]([C:3]1[CH:8]=[CH:7][C:6]([C:9]2[CH:10]=[N:11][N:12]([C:15]3[CH:23]=[CH:22][C:18]([C:19]([OH:21])=O)=[CH:17][N:16]=3)[C:13]=2[OH:14])=[C:5]([CH3:24])[CH:4]=1)#[N:2].[CH:25]1([NH2:28])[CH2:27][CH2:26]1>>[C:1]([C:3]1[CH:8]=[CH:7][C:6]([C:9]2[CH:10]=[N:11][N:12]([C:15]3[CH:23]=[CH:22][C:18]([C:19]([NH:28][CH:25]4[CH2:27][CH2:26]4)=[O:21])=[CH:17][N:16]=3)[C:13]=2[OH:14])=[C:5]([CH3:24])[CH:4]=1)#[N:2]. The reactants are C(#N)C1=CC(=C(C=C1)C=1C=NN(C1O)C1=NC=C(C(=O)O)C=C1)C (6-(4-(4-cyano-2-methylphenyl)-5-hydroxy-1H-pyrazol-1-yl)nicotinic acid), C1(CC1)N (cyclopropylamine).